From a dataset of the Open Reaction Database (ORD), a public repository of structured organic reaction records. describe an organic reaction: reactants, conditions, products, and yield Starting materials: BrC1=C(C=CC(=C1)OC(F)(F)F)O (2-bromo-4-trifluoromethoxyphenol), IC (iodomethane), C(=O)([O-])[O-].[K+].[K+] (K2CO3). The solvent is CN(C)C=O (DMF). Reaction conditions: time 2.5 hour. Product: BrC1=C(C=CC(=C1)OC(F)(F)F)OC (2-Bromo-4-(trifluoromethoxy)anisole). Isolated yield 89.0%. Reaction SMILES: [Br:1][C:2]1[CH:7]=[C:6]([O:8][C:9]([F:12])([F:11])[F:10])[CH:5]=[CH:4][C:3]=1[OH:13].IC.[C:16]([O-])([O-])=O.[K+].[K+]>CN(C=O)C>[Br:1][C:2]1[CH:7]=[C:6]([O:8][C:9]([F:11])([F:12])[F:10])[CH:5]=[CH:4][C:3]=1[O:13][CH3:16] |f:2.3.4|. Procedure details: A mixture of 608 mg (2.4 mmol) of 2-bromo-4-trifluoromethoxyphenol, 0.35 mL (5.6 mmol) of iodomethane and 775 mg (5.6 mmol) of K2CO3 in 2 mL of DMF was stirred at rt for 2.5 h. The reaction mixture was partitioned between 100 mL of hexanes and 100 mL of H2O and the layers were separated. The organic layer was washed with 2×100 mL of H2O, dried over MgSO4 and concentrated in vacuo. Flash chromatography on 25 g of silica gel using hexanes as the eluant afforded 579 mg (89%) of the title compound a... Starting materials: C(C)NC1=NC(=NC=C1CC1=C(C=C(C(=C1)OC)OC)C(C)C)SC (ethyl-[5-(2-isopropyl-4,5-dimethoxy-benzyl)-2-methylsulfanyl-pyrimidin-4-yl]-amine), O.C1CCOC1 (H2O THF), OOS(=O)[O-].[K+] (OXONE). The solvent is O (H2O), O (H2O). Conditions: time 2 hour. The product is C(C)NC1=NC(=NC=C1CC1=C(C=C(C(=C1)OC)OC)C(C)C)S(=O)(=O)C (ethyl-[5-(2-isopropyl-4,5-dimethoxy-benzyl)-2-methanesulfonyl-pyrimidin-4-yl]-amine). Isolated yield 92.0%. RXN SMILES: [CH2:1]([NH:3][C:4]1[C:9]([CH2:10][C:11]2[CH:16]=[C:15]([O:17][CH3:18])[C:14]([O:19][CH3:20])=[CH:13][C:12]=2[CH:21]([CH3:23])[CH3:22])=[CH:8][N:7]=[C:6](SC)[N:5]=1)[CH3:2].O.[CH2:27]1COCC1.O[O:33][S:34]([O-:36])=O.[K+]>O>[CH2:1]([NH:3][C:4]1[C:9]([CH2:10][C:11]2[CH:16]=[C:15]([O:17][CH3:18])[C:14]([O:19][CH3:20])=[CH:13][C:12]=2[CH:21]([CH3:22])[CH3:23])=[CH:8][N:7]=[C:6]([S:34]([CH3:27])(=[O:36])=[O:33])[N:5]=1)[CH3:2] |f:1.2,3.4|. Procedure: To a solution of ethyl-[5-(2-isopropyl-4,5-dimethoxy-benzyl)-2-methylsulfanyl-pyrimidin-4-yl]-amine (0.129 g, 0.4 mmol) in 20 mL 1:1 H2O/THF was added OXONE® (0.461 g, 0.8 mmol) in 4.0 mL H2O. After 2 hours, 50 mL H2O was added and the mixture was extracted with ethyl acetate, washed with H2O and washed with brine. The combined organic layers were dried over Na2SO4, filtered and concentrated in vacuo to give ethyl-[5-(2-isopropyl-4,5-dimethoxy-benzyl)-2-methanesulfonyl-pyrimidin-4-yl]-amine (0.1... The reactants are Cl[O-].[Na+] (sodium hypochlorite), RuCl3 hydrate, Cl[O-].[Na+] (sodium hypochlorite), COC(=O)[C@]1([C@@H]2[C@H](C[C@H]([C@H]12)O[Si](C)(C)C(C)(C)C)O)F (Methyl(1R,2R,4S,5S,6R)-2-{[tert-butyl(dimethyl)silyl]oxy}-6-fluoro-4-hydroxybicyclo[3.1.0]hexane-6-carboxylate), C(C)(=O)O (acetic acid), O (water), COC(=O)[C@]1([C@@H]2[C@H](C[C@H]([C@H]12)O[Si](C)(C)C(C)(C)C)O)F (Methyl(1R,2R,4S,5S,6R)-2-{[tert-butyl(dimethyl)silyl]oxy}-6-fluoro-4-hydroxybicyclo[3.1.0]hexane-6-carboxylate). The solvent is C(C)(C)O (isopropanol), CO (CH3OH), CC(C)(C)OC.CCCCCC (MTBE hexane), C(C)#N (acetonitrile). Conditions: time 15 minute. The product is [Si](C)(C)(C(C)(C)C)O[C@H]1[C@@H]2[C@]([C@@H]2C(C1)=O)(C(=O)OC)F (Methyl(1R,2R,5S,6S)-2-{[tert-butyl(dimethyl)silyl]oxy}-6-fluoro-4-oxobicyclo[3.1.0]hexane-6-carboxylate). As a reaction SMILES: [CH3:1][O:2][C:3]([C@:5]1([F:20])[C@@H:10]2[C@H:6]1[C@@H:7]([OH:19])[CH2:8][C@H:9]2[O:11][Si:12]([C:15]([CH3:18])([CH3:17])[CH3:16])([CH3:14])[CH3:13])=[O:4].C(O)(=O)C.O.Cl[O-].[Na+]>C(#N)C.CO.CC(OC)(C)C.CCCCCC.C(O)(C)C>[Si:12]([O:11][C@@H:9]1[CH2:8][C:7](=[O:19])[C@@H:6]2[C@H:10]1[C@@:5]2([F:20])[C:3]([O:2][CH3:1])=[O:4])([C:15]([CH3:18])([CH3:17])[CH3:16])([CH3:14])[CH3:13] |f:3.4,7.8|. Procedure details: To a solution of bicyclic mono-TBS-diol 5 (2.08 kg; 6.83 mol) in acetonitrile (8.0 L) at −5° C. was added acetic acid (0.70 L) and water (2.5 L), followed by RuCl3 hydrate (14.20 g). To the mixture was added aqueous sodium hypochlorite solution (˜13%; 7.0 L) over 2 h, keeping the temperature around 0° C. The resulting mixture was stirred at 0° C. for another 1 h until all bicyclic mono-TBS-diol 5 disappeared, monitoring by TLC and NMR. The excess aqueous sodium hypochlorite was decomposed by the... The reactants are [Li]CCCC, C1CO1, Cc1cn(S(=O)(=O)c2ccccc2)c2ccccc12, CC(C)[N-]C(C)C, CC(C)NC(C)C, [Li+], C1CCOC1, O. Product: Cc1c(CCO)n(S(=O)(=O)c2ccccc2)c2ccccc12. As a reaction SMILES: [CH2:16]([Li:17])[CH2:18][CH2:19][CH3:20].[CH2:40]1[CH2:41][O:42]1.[CH3:21][c:22]1[cH:23][n:24]([S:31](=[O:32])(=[O:33])[c:34]2[cH:35][cH:36][cH:37][cH:38][cH:39]2)[c:25]2[cH:26][cH:27][cH:28][cH:29][c:30]12.[CH:1]([N-:2][CH:3]([CH3:4])[CH3:5])([CH3:6])[CH3:7].[CH:9]([NH:10][CH:11]([CH3:12])[CH3:13])([CH3:14])[CH3:15].[Li+:8].[O:43]1[CH2:44][CH2:45][CH2:46][CH2:47]1.[OH2:48]>>[CH3:21][c:22]1[c:23]([CH2:40][CH2:41][OH:42])[n:24]([S:31](=[O:32])(=[O:33])[c:34]2[cH:35][cH:36][cH:37][cH:38][cH:39]2)[c:25]2[cH:26][cH:27][cH:28][cH:29][c:30]12. The reactants are C(C)(C)(C)N (tert-butyl amine), CC1=CC=C(C(=O)Cl)C=C1 (4-methylbenzoyl chloride). Solvent: C1=CC=CC=C1 (benzene). The product is crystals, C(C)(C)(C)NC(C1=CC=C(C=C1)C)=O (N-tert-butyl 4-methylbenzamide). Yield: 89.0%. As a reaction SMILES: [C:1]([NH2:5])([CH3:4])([CH3:3])[CH3:2].[CH3:6][C:7]1[CH:15]=[CH:14][C:10]([C:11](Cl)=[O:12])=[CH:9][CH:8]=1>C1C=CC=CC=1>[C:1]([NH:5][C:11](=[O:12])[C:10]1[CH:14]=[CH:15][C:7]([CH3:6])=[CH:8][CH:9]=1)([CH3:4])([CH3:3])[CH3:2]. Procedure: The preparation of Example 1 was repeated with the changes that the starting reactants were tert-butyl amine (4.72 g, 0.065 mole) and 4-methylbenzoyl chloride (5.02 g, 0.0325 mole), the reaction was carried out in benzene and the reaction produced 5.54 g of crystals of the desired product (89% yield), mp 114°-116° C. Proton nuclear magnetic resonance (89.55 MHz) showed absorptions at 7.615 ppm (d, 8 Hz, 2H; 2,6-aryl H); 7.193 ppm (d, 8 Hz, 2H; 3.5-aryl H); 5.970 ppm (bs, 1H; N-H); 2.377 ppm (s, ... The reactants are ClC=1C(=NN(C1)C)CO ((4-chloro-1-methyl-1H-pyrazol-3-yl)methanol), BrP(Br)Br (tribromophosphane). Run in ClCCl (dichloromethane), ClCCl (dichloromethane). Run at time 1 hour. Yields the product BrCC1=NN(C=C1Cl)C (3-(bromomethyl)-4-chloro-1-methyl-1H-pyrazole). As a reaction SMILES: [Cl:1][C:2]1[C:3]([CH2:8]O)=[N:4][N:5]([CH3:7])[CH:6]=1.[Br:10]P(Br)Br>ClCCl>[Br:10][CH2:8][C:3]1[C:2]([Cl:1])=[CH:6][N:5]([CH3:7])[N:4]=1. Procedure details: To a solution of (4-chloro-1-methyl-1H-pyrazol-3-yl)methanol (680 mg, 4.7 mmol) in anhydrous dichloromethane (25 mL) was added dropwise a solution of tribromophosphane (450 μL, 4.7 mmol) in anhydrous dichloromethane (5 mL) at 0° C. The mixture was stirred for 1 hour at room temperature and then was evaporated to yield 3-(bromomethyl)-4-chloro-1-methyl-1H-pyrazole, which was used in the next step without further purification.